From a dataset of the Open Reaction Database (ORD), a public repository of structured organic reaction records. describe an organic reaction: reactants, conditions, products, and yield Starting materials: BrC1=NC=CC=N1 (2-Bromopyrimidine), N1(CCOCC1)C(=O)C1=CC=C2C=3C=C(C=C(C3NC2=C1)C(=O)N)B1OC(C(O1)(C)C)(C)C (7-(morpholine-4-carbonyl)-3-(4,4,5,5-tetramethyl-1,3,2-dioxaborolan-2-yl)-9H-carbazole-1-carboxamide), C(=O)([O-])[O-].[Na+].[Na+] (Na2CO3), C1(=CC=CC=C1)C (toluene). The reagents and catalysts are C=1C=CC(=CC1)[P](C=2C=CC=CC2)(C=3C=CC=CC3)[Pd]([P](C=4C=CC=CC4)(C=5C=CC=CC5)C=6C=CC=CC6)([P](C=7C=CC=CC7)(C=8C=CC=CC8)C=9C=CC=CC9)[P](C=1C=CC=CC1)(C=1C=CC=CC1)C=1C=CC=CC1 (Pd(Ph3P)4). The solvent is CO (MeOH). Reaction conditions: temperature 100 celsius. The product is N1(CCOCC1)C(=O)C1=CC=C2C=3C=C(C=C(C3NC2=C1)C(=O)N)C1=NC=CC=N1 (7-(Morpholine-4-carbonyl)-3-(pyrimidin-2-yl)-9H-carbazole-1-carboxamide). Reaction SMILES: Br[C:2]1[N:7]=[CH:6][CH:5]=[CH:4][N:3]=1.[N:8]1([C:14]([C:16]2[CH:28]=[C:27]3[C:19]([C:20]4[CH:21]=[C:22](B5OC(C)(C)C(C)(C)O5)[CH:23]=[C:24]([C:29]([NH2:31])=[O:30])[C:25]=4[NH:26]3)=[CH:18][CH:17]=2)=[O:15])[CH2:13][CH2:12][O:11][CH2:10][CH2:9]1.C([O-])([O-])=O.[Na+].[Na+].C1(C)C=CC=CC=1>C1C=CC([P]([Pd]([P](C2C=CC=CC=2)(C2C=CC=CC=2)C2C=CC=CC=2)([P](C2C=CC=CC=2)(C2C=CC=CC=2)C2C=CC=CC=2)[P](C2C=CC=CC=2)(C2C=CC=CC=2)C2C=CC=CC=2)(C2C=CC=CC=2)C2C=CC=CC=2)=CC=1.CO>[N:8]1([C:14]([C:16]2[CH:28]=[C:27]3[C:19]([C:20]4[CH:21]=[C:22]([C:2]5[N:7]=[CH:6][CH:5]=[CH:4][N:3]=5)[CH:23]=[C:24]([C:29]([NH2:31])=[O:30])[C:25]=4[NH:26]3)=[CH:18][CH:17]=2)=[O:15])[CH2:13][CH2:12][O:11][CH2:10][CH2:9]1 |f:2.3.4,^1:57,59,78,97|. Reported procedure: 2-Bromopyrimidine (250 g, 1.572 mmol), 7-(morpholine-4-carbonyl)-3-(4,4,5,5-tetramethyl-1,3,2-dioxaborolan-2-yl)-9H-carbazole-1-carboxamide 429A (140 mg, 0.125 mmol), Pd(Ph3P)4 (76 mg, 0.066 mmol) and Na2CO3 (2M) (0.8 mL, 1.600 mmol) were mixed with toluene (2 mL) and MeOH (1 mL) in a sealed microwave tube. The mixture was degassed and heated at 100° C. for 12 hrs. The mixture was concentrated and purified using preparative HPLC to give titled product. MS (ESI) m/z 402.16 (M+H)+. 1H NMR (DMSO-d6... Reactants: CN(C)C=O, O=C(O)c1ccc(CF)cc1, O=S(Cl)Cl, c1ccccc1. Product: O=C(Cl)c1ccc(CF)cc1. RXN SMILES: [CH3:12][N:13]([CH3:14])[CH:15]=[O:16].[F:1][CH2:2][c:3]1[cH:4][cH:5][c:6]([C:7](=[O:8])[OH:9])[cH:10][cH:11]1.[S:17]([Cl:18])([Cl:19])=[O:20].[cH:21]1[cH:22][cH:23][cH:24][cH:25][cH:26]1>>[F:1][CH2:2][c:3]1[cH:4][cH:5][c:6]([C:7](=[O:8])[Cl:19])[cH:10][cH:11]1. RXN SMILES: [CH2:1]([c:2]1[cH:3][cH:4][cH:5][cH:6][cH:7]1)[O:8][c:9]1[cH:10][c:11]([O:18][CH:19]([CH3:20])[c:21]2[c:22]([CH3:27])[cH:23][cH:24][cH:25][cH:26]2)[c:12]([C:13](=[O:14])[OH:15])[cH:16][cH:17]1.[Cl:28][C:29]([C:30]([Cl:31])=[O:32])=[O:33].[Cl:34][CH2:35][Cl:36]>>[CH2:1]([c:2]1[cH:3][cH:4][cH:5][cH:6][cH:7]1)[O:8][c:9]1[cH:10][c:11]([O:18][CH:19]([CH3:20])[c:21]2[c:22]([CH3:27])[cH:23][cH:24][cH:25][cH:26]2)[c:12]([C:13](=[O:14])[Cl:28])[cH:16][cH:17]1. Reactants: Cc1ccccc1C(C)Oc1cc(OCc2ccccc2)ccc1C(=O)O, O=C(Cl)C(=O)Cl, ClCCl. Product: Cc1ccccc1C(C)Oc1cc(OCc2ccccc2)ccc1C(=O)Cl. Reactants: C(N)(=O)C=1C=C(C=CC1)NC(C(=O)O)C1=CC(=C(C=C1)OC)OC (2-(3-Carbamoylphenylamino)-2-(3,4-dimethoxyphenyl)acetic acid), O.C(C=O)(=O)O (glyoxylic acid monohydrate), NC=1C=C(C(=O)N)C(=CC1)F (3-amino-6-fluorobenzamide), COC=1C=C(C=CC1F)B(O)O (3-Methoxy-4-fluorophenylboronic acid). Yields the product C(N)(=O)C=1C=C(C=CC1F)NC(C(=O)O)C1=CC(=C(C=C1)F)OC (2-(3-Carbamoyl-4-fluorophenylamino)-2-(4-fluoro-3-methoxyphenyl)acetic acid). Isolated yield 43.0%. RXN SMILES: C(C1C=C(N[CH:11]([C:15]2[CH:20]=[CH:19][C:18](OC)=[C:17]([O:23][CH3:24])[CH:16]=2)[C:12]([OH:14])=[O:13])C=CC=1)(=O)N.[NH2:25][C:26]1[CH:27]=[C:28]([C:32]([F:35])=[CH:33][CH:34]=1)[C:29]([NH2:31])=[O:30].COC1C=C(B(O)O)C=CC=1[F:44].O.C(O)(=O)C=O>>[C:29]([C:28]1[CH:27]=[C:26]([NH:25][CH:11]([C:15]2[CH:20]=[CH:19][C:18]([F:44])=[C:17]([O:23][CH3:24])[CH:16]=2)[C:12]([OH:14])=[O:13])[CH:34]=[CH:33][C:32]=1[F:35])(=[O:30])[NH2:31] |f:3.4|. Procedure: 39A was prepared in a procedure similar to that of 1A using 3-amino-6-fluorobenzamide, 7C and glyoxylic acid monohydrate. Yield: 43%. 1H NMR (400 MHz, Methanol-d4) δ ppm 3.85 (s, 3H) 5.05 (s, 1H) 6.75-6.82 (m, 1H) 6.92-6.97 (m, 1H) 7.03-7.08 (m, 3H) 7.24-7.29 (m, 1H), LCMS: 337 (M+1). Starting materials: FC(OC=1C=C2C(C=CNC2=CC1)=O)(F)F (6-(trifluoromethoxy)quinolin-4(1H)-one), O=P(Cl)(Cl)Cl (POCl3), [OH-].[Na+] (NaOH). Reaction conditions: temperature 130 celsius, time 3 hour. Product: ClC1=CC=NC2=CC=C(C=C12)OC(F)(F)F (4-chloro-6-(trifluoromethoxy)quinoline). RXN SMILES: [F:1][C:2]([F:16])([F:15])[O:3][C:4]1[CH:5]=[C:6]2[C:11](=[CH:12][CH:13]=1)[NH:10][CH:9]=[CH:8][C:7]2=O.[OH-].[Na+].O=P(Cl)(Cl)[Cl:21]>>[Cl:21][C:7]1[C:6]2[C:11](=[CH:12][CH:13]=[C:4]([O:3][C:2]([F:16])([F:15])[F:1])[CH:5]=2)[N:10]=[CH:9][CH:8]=1 |f:1.2|. Procedure details: In a 25 mL round bottom flask was dissolved 6-(trifluoromethoxy)quinolin-4(1H)-one (0.50 g, 2.18 mmol) in POCl3(3.05 mL). A reflux condenser was attached and the reaction mixture was stirred at 130° C. for 3 hours. The reaction turned dark brown and became homogeneous. The reaction was cooled to RT, poured slowly into ice bath while stirring. A thick gum resulted, which was basified with 6N NaOH to give a dark brown solution. The solution was extracted into ethyl acetate, washed 1× water, 1× NaC... The reactants are CCOC(=O)CC(CC1CC1)C[N+](=O)[O-], CO, [K+], [OH-], O. The product is O=C(O)CC(CC1CC1)C[N+](=O)[O-]. RXN SMILES: [CH2:1]([CH3:2])[O:3][C:4]([CH2:5][CH:6]([CH2:7][CH:8]1[CH2:9][CH2:10]1)[CH2:11][N+:12](=[O:13])[O-:14])=[O:15].[CH3:19][OH:20].[K+:17].[OH-:16].[OH2:18]>>[O:3]=[C:4]([CH2:5][CH:6]([CH2:7][CH:8]1[CH2:9][CH2:10]1)[CH2:11][N+:12](=[O:13])[O-:14])[OH:15].